From a dataset of the Open Reaction Database (ORD), a public repository of structured organic reaction records. describe an organic reaction: reactants, conditions, products, and yield Starting materials: Cl (hydrochloric acid), C(=O)(O)C1=CC=C(OCC(O)C=2OC3=C(C2)C=C(C=C3)C(C)C)C=C1 (2-[2-(4-Carboxyphenoxy)-1-hydroxyethyl]5-isopropylbenzofuran), ice water, C(C)(=O)OC(C)=O (acetic anhydride). The solvent is N1=CC=CC=C1 (pyridine). Product: C(C)(=O)OC(COC1=CC=C(C=C1)C(=O)O)C=1OC2=C(C1)C=C(C=C2)C(C)C (2-[1-Acetoxy-2-(4-carboxyphenoxy)ethyl]-5-isopropylbenzofuran). RXN SMILES: [C:1]([C:4]1[CH:25]=[CH:24][C:7]([O:8][CH2:9][CH:10]([C:12]2[O:13][C:14]3[CH:20]=[CH:19][C:18]([CH:21]([CH3:23])[CH3:22])=[CH:17][C:15]=3[CH:16]=2)[OH:11])=[CH:6][CH:5]=1)([OH:3])=[O:2].[C:26](OC(=O)C)(=[O:28])[CH3:27].Cl>N1C=CC=CC=1>[C:26]([O:11][CH:10]([C:12]1[O:13][C:14]2[CH:20]=[CH:19][C:18]([CH:21]([CH3:23])[CH3:22])=[CH:17][C:15]=2[CH:16]=1)[CH2:9][O:8][C:7]1[CH:6]=[CH:5][C:4]([C:1]([OH:3])=[O:2])=[CH:25][CH:24]=1)(=[O:28])[CH3:27]. Reported procedure: 2-[1-Hydroxy-2-(4-hydroxymethylphenoxy)ethyl]-5-isopropylbenzofuran (10 g) obtained in Example 6 was dissolved in 100 ml of pyridine, the mixture was stirred at room temperature for 24 hours with 10 ml of acetic anhydride, poured into ice water, the mixture was acidified with concentrated hydrochloric acid and the crystals separated out therefrom were filtered, dried and recrystallized from ethyl acetate/n-hexane to give 8.2 g of crystals. M.p. 135°-137° C. Starting materials: O=C(O)c1cn(C2CC2)c2cc(Cl)c(F)cc2c1=O, c1ccc(OCC2CNCCN2)cc1, c1ccncc1. As a reaction SMILES: [Cl:1][c:2]1[c:3]([F:19])[cH:4][c:5]2[c:6](=[O:18])[c:7]([C:15](=[O:16])[OH:17])[cH:8][n:9]([CH:12]3[CH2:13][CH2:14]3)[c:10]2[cH:11]1.[O:20]([c:21]1[cH:22][cH:23][cH:24][cH:25][cH:26]1)[CH2:27][CH:28]1[CH2:29][NH:30][CH2:31][CH2:32][NH:33]1.[cH:34]1[cH:35][cH:36][n:37][cH:38][cH:39]1>>[c:2]1([N:30]2[CH2:29][CH:28]([CH2:27][O:20][c:21]3[cH:22][cH:23][cH:24][cH:25][cH:26]3)[NH:33][CH2:32][CH2:31]2)[c:3]([F:19])[cH:4][c:5]2[c:6](=[O:18])[c:7]([C:15](=[O:16])[OH:17])[cH:8][n:9]([CH:12]3[CH2:13][CH2:14]3)[c:10]2[cH:11]1. Product: O=C(O)c1cn(C2CC2)c2cc(N3CCNC(COc4ccccc4)C3)c(F)cc2c1=O.